Dataset: the Open Reaction Database (ORD), a public repository of structured organic reaction records. Task: describe an organic reaction: reactants, conditions, products, and yield Reactants: ClC=1C=C2SC=3C=CC(=CC3N(C2=CC1)C(C(=O)OCC)C)C#N (ethyl (2RS)-2-(7-chloro-2-cyano-10-phenothiazinyl)propionate), [BH4-].[Na+] (sodium borohydride), [OH-].[Na+] (sodium hydroxide), C(C)(S)S (ethanedithiol). The solvent is O1CCCC1 (tetrahydrofuran), O1CCCC1 (tetrahydrofuran), C(Cl)Cl (methylene chloride). Conditions: temperature 5 celsius, time 15 minute. The product is ClC=1C=C2SC=3C=CC(=CC3N(C2=CC1)C(CO)C)C#N (7-chloro-10-[(2RS)-1-hydroxy-2-propyl]-2-phenothiazinecarbonitrile). Yield: 57.5%. RXN SMILES: [Cl:1][C:2]1[CH:3]=[C:4]2[C:13](=[CH:14][CH:15]=1)[N:12]([CH:16]([CH3:22])[C:17](OCC)=[O:18])[C:11]1[CH:10]=[C:9]([C:23]#[N:24])[CH:8]=[CH:7][C:6]=1[S:5]2.[BH4-].[Na+].C(S)(S)C.[OH-].[Na+]>O1CCCC1.C(Cl)Cl>[Cl:1][C:2]1[CH:3]=[C:4]2[C:13](=[CH:14][CH:15]=1)[N:12]([CH:16]([CH3:22])[CH2:17][OH:18])[C:11]1[CH:10]=[C:9]([C:23]#[N:24])[CH:8]=[CH:7][C:6]=1[S:5]2 |f:1.2,4.5|. Procedure: A solution of ethyl (2RS)-2-(7-chloro-2-cyano-10-phenothiazinyl)propionate (157.6 g) in dry tetrahydrofuran (720 cc) is added to a suspension of sodium borohydride 25.8 g) in anhydrous tetrahydrofuran (700 cc) containing ethanedithiol (57 cc). The mixture is brought to reflux for 20 hours and then cooled to 5° C., and 4N sodium hydroxide solution (1 liter) is added slowly. The reaction mixture is diluted with methylene chloride (2 liters) and stirred for 15 minutes. The constituents of the mixtu...